Dataset: the Open Reaction Database (ORD), a public repository of structured organic reaction records. Task: describe an organic reaction: reactants, conditions, products, and yield The reactants are CC(OCC1(c2ccc(F)cc2)CCN(C(=O)OC(C)(C)C)CC1)c1cc(Br)cc2cn(COCC[Si](C)(C)C)nc12, OB(O)C1CC1, [K+], C1CCOC1, [OH-], [Pd], c1ccc(P(c2ccccc2)c2ccccc2)cc1, c1ccc(P(c2ccccc2)c2ccccc2)cc1, c1ccc(P(c2ccccc2)c2ccccc2)cc1, c1ccc(P(c2ccccc2)c2ccccc2)cc1. Yields the product CC(OCC1(c2ccc(F)cc2)CCN(C(=O)OC(C)(C)C)CC1)c1cc(C2CC2)cc2cn(COCC[Si](C)(C)C)nc12. RXN SMILES: [Br:1][c:2]1[cH:3][c:4]2[cH:5][n:6]([CH2:35][O:36][CH2:37][CH2:38][Si:39]([CH3:40])([CH3:41])[CH3:42])[n:7][c:8]2[c:9]([CH:11]([CH3:12])[O:13][CH2:14][C:15]2([c:28]3[cH:29][cH:30][c:31]([F:34])[cH:32][cH:33]3)[CH2:16][CH2:17][N:18]([C:21](=[O:22])[O:23][C:24]([CH3:25])([CH3:26])[CH3:27])[CH2:19][CH2:20]2)[cH:10]1.[CH:43]1([B:46]([OH:47])[OH:48])[CH2:44][CH2:45]1.[K+:50].[O:51]1[CH2:52][CH2:53][CH2:54][CH2:55]1.[OH-:49].[Pd:56].[c:114]1([P:115]([c:116]2[cH:117][cH:118][cH:119][cH:120][cH:121]2)[c:122]2[cH:123][cH:124][cH:125][cH:126][cH:127]2)[cH:128][cH:129][cH:130][cH:131][cH:132]1.[c:57]1([P:58]([c:59]2[cH:60][cH:61][cH:62][cH:63][cH:64]2)[c:65]2[cH:66][cH:67][cH:68][cH:69][cH:70]2)[cH:71][cH:72][cH:73][cH:74][cH:75]1.[c:76]1([P:77]([c:78]2[cH:79][cH:80][cH:81][cH:82][cH:83]2)[c:84]2[cH:85][cH:86][cH:87][cH:88][cH:89]2)[cH:90][cH:91][cH:92][cH:93][cH:94]1.[c:95]1([P:96]([c:97]2[cH:98][cH:99][cH:100][cH:101][cH:102]2)[c:103]2[cH:104][cH:105][cH:106][cH:107][cH:108]2)[cH:109][cH:110][cH:111][cH:112][cH:113]1>>[c:2]1([CH:43]2[CH2:44][CH2:45]2)[cH:3][c:4]2[cH:5][n:6]([CH2:35][O:36][CH2:37][CH2:38][Si:39]([CH3:40])([CH3:41])[CH3:42])[n:7][c:8]2[c:9]([CH:11]([CH3:12])[O:13][CH2:14][C:15]2([c:28]3[cH:29][cH:30][c:31]([F:34])[cH:32][cH:33]3)[CH2:16][CH2:17][N:18]([C:21](=[O:22])[O:23][C:24]([CH3:25])([CH3:26])[CH3:27])[CH2:19][CH2:20]2)[cH:10]1. Starting materials: compound 139, Cl.ClCC1=C(N=C2N1C=CC=C2)C2=CC=C(C=C2)Cl (3-(chloromethyl)-2-(4-chlorophenyl)imidazo[1,2-a]pyridine hydrochloride), CC1=NC(=NC=C1)N (4-methylpyrimidin-2-amine). Yields the product ClC1=CC=C(C=C1)C=1N=C2N(C=CC=C2)C1CNC1=NC=CC(=N1)C ([2-(4-Chloro-phenyl)-imidazo[1,2-a]pyridin-3-ylmethyl]-(4-methyl-pyrimidin-2-yl)-amine). Reaction SMILES: Cl.Cl[CH2:3][C:4]1[N:8]2[CH:9]=[CH:10][CH:11]=[CH:12][C:7]2=[N:6][C:5]=1[C:13]1[CH:18]=[CH:17][C:16]([Cl:19])=[CH:15][CH:14]=1.[CH3:20][C:21]1[CH:26]=[CH:25][N:24]=[C:23]([NH2:27])[N:22]=1>>[Cl:19][C:16]1[CH:17]=[CH:18][C:13]([C:5]2[N:6]=[C:7]3[CH:12]=[CH:11][CH:10]=[CH:9][N:8]3[C:4]=2[CH2:3][NH:27][C:23]2[N:22]=[C:21]([CH3:20])[CH:26]=[CH:25][N:24]=2)=[CH:14][CH:15]=1 |f:0.1|. Reported procedure: The title compound was prepared according to Method A and the experimentals described for compound 139 from 3-(chloromethyl)-2-(4-chlorophenyl)imidazo[1,2-a]pyridine hydrochloride and 4-methylpyrimidin-2-amine. m/e+ 350 for C19H17ClN5[M+H]+; 1H-NMR (400 MHz, CDCl3) δ 8.18 (d, J=6.9 Hz, 1H), 7.95 (s, 1H), 7.73 (d, J=8.4 Hz, 2H), 7.62 (d, J=8.8 Hz, 1H), 7.40 (d, J=8.4 Hz, 2H), 7.20 (m, 1H), 6.76 (dt, J=1.1, 6.9 Hz, 1H), 6.42 (d, J=5.1 Hz, 1H), 5.95 (s, 1H), 5.03 (d, J=5.1 Hz, 2H) 2.28 (s, 3H) ppm.